From a dataset of the Open Reaction Database (ORD), a public repository of structured organic reaction records. describe an organic reaction: reactants, conditions, products, and yield Reactants: C(CCC)[Sn](CCCC)(CCCC)Cl (tributyltin chloride), [BH4-].[Na+] (sodium borohydride), C(C)(=O)O[C@H]1[C@H]([C@@H](O[C@@H]1COC(C)=O)N1C(=O)NC(=O)C=C1)Br (3',5'-di-O-acetyl-2'-bromo-2'-deoxyuridine), 2',3'-Di-O-acetyl-2'-deoxyuridine, N (ammonia), C(CCC)[SnH](CCCC)CCCC (tributyltin hydride). The solvent is C(C)O (ethanol). The product is [C@@H]1(C[C@H](O)[C@@H](CO)O1)N1C(=O)NC(=O)C=C1 (2'-deoxyuridine). As a reaction SMILES: C([O:4][C@@H:5]1[C@@H:9]([CH2:10][O:11]C(=O)C)[O:8][C@@H:7]([N:15]2[CH:22]=[CH:21][C:19](=[O:20])[NH:18][C:16]2=[O:17])[C@@H:6]1Br)(=O)C.C([SnH](CCCC)CCCC)CCC.C([Sn](Cl)(CCCC)CCCC)CCC.[BH4-].[Na+].N>C(O)C>[C@@H:7]1([N:15]2[CH:22]=[CH:21][C:19](=[O:20])[NH:18][C:16]2=[O:17])[O:8][C@H:9]([CH2:10][OH:11])[C@@H:5]([OH:4])[CH2:6]1 |f:3.4|. Procedure details: For example, addition of excess acetyl bromide (3.2 eq) plus 30% HBr in acetic acid (1.2 eq) to uridine at 55°-60° C. gave the desired 3',5'-di-O-acetyl-2'-bromo-2'-deoxyuridine 2 (FIG. 1; X=O in uridine and uridine derivatives) in excellent yield (>95%). 3',4'-Di-O-acetyl-2'-bromo-2'-deoxyuridine 2 was then reduced to 3 by tributyltin hydride (provided either as the premade compound or prepared by in situ generation through the reaction of tributyltin chloride with sodium borohydride) in absolu... Reactants: FC(C(=O)OCC)(F)F (Ethyl trifluoroacetate), ClC1=C(C(=CC(=C1)Cl)I)O (2,4-Dichloro-6-iodophenol), Grignard reagent, C(C)(C)[Mg]Cl.[Cl-].[Li+] (isopropyl magnesium chloride lithium chloride). The solvent is O1CCCC1 (tetrahydrofuran). Reaction conditions: temperature -35 celsius, time 45 minute. Product: ClC=1C(=C(C=C(C1)Cl)C(C(F)(F)F)=O)O (1-(3,5-dichloro-2-hydroxyphenyl)-2,2,2-trifluoroethanone). The yield is 67.1%. As a reaction SMILES: [Cl:1][C:2]1[CH:7]=[C:6]([Cl:8])[CH:5]=[C:4](I)[C:3]=1[OH:10].C([Mg]Cl)(C)C.[Cl-].[Li+].[F:18][C:19]([F:26])([F:25])[C:20](OCC)=[O:21]>O1CCCC1>[Cl:1][C:2]1[C:3]([OH:10])=[C:4]([C:20](=[O:21])[C:19]([F:26])([F:25])[F:18])[CH:5]=[C:6]([Cl:8])[CH:7]=1 |f:1.2.3|. Reported procedure: 2,4-Dichloro-6-iodophenol (2.0 grams (g), 6.9 millimoles (mmol)) was dissolved in dry tetrahydrofuran (THF; 20 milliliters (mL)), cooled to −30 to −40° C., treated in portions with isopropyl magnesium chloride-lithium chloride complex (1.3 M in THF; 7.3 mmol) and stirred for 45 minutes (min) as the temperature was allowed to rise to 0° C. The mixture was cooled to −30° C., treated with 8 mL (10 mmol) of the Grignard reagent and stirred for 30 min at −30° C. Ethyl trifluoroacetate (2.4 mL, 2.8 g,...